From a dataset of the Open Reaction Database (ORD), a public repository of structured organic reaction records. describe an organic reaction: reactants, conditions, products, and yield Starting materials: CC1=C(C=C(C=C1)CS(=O)C1=[N+](C=CC=C1)[O-])[N+](=O)[O-] (2-[[(4-methyl-3-nitrophenyl)methyl]sulfinyl]-pyridine-1-oxide), C(C)(=O)OO (peracetic acid). Solvent: C(C)(=O)O (acetic acid), C(C)(=O)O (acetic acid). Reaction conditions: temperature 70 celsius, time 8 hour. Yields the product [N+](=O)([O-])C=1C=C(C=CC1C)CS(=O)(=O)C1=[N+](C=CC=C1)[O-] (2-[[(3-nitro-4-methylphenyl)methyl]sulfonyl]pyridine-N-oxide). Isolated yield 22.4%. As a reaction SMILES: [CH3:1][C:2]1[CH:7]=[CH:6][C:5]([CH2:8][S:9]([C:11]2[CH:16]=[CH:15][CH:14]=[CH:13][N+:12]=2[O-:17])=[O:10])=[CH:4][C:3]=1[N+:18]([O-:20])=[O:19].C(OO)(=[O:23])C>C(O)(=O)C>[N+:18]([C:3]1[CH:4]=[C:5]([CH2:8][S:9]([C:11]2[CH:16]=[CH:15][CH:14]=[CH:13][N+:12]=2[O-:17])(=[O:23])=[O:10])[CH:6]=[CH:7][C:2]=1[CH3:1])([O-:20])=[O:19]. Reported procedure: To a mixture of 12.1 g (0.042 mole) 2-[[(4-methyl-3-nitrophenyl)methyl]sulfinyl]-pyridine-1-oxide in 35 ml of acetic acid was added, dropwise at room temperature over one-half hour, a solution of 9.2 g (1. 16 mole) of 40% peracetic acid in acetic acid. The reaction mixture was heated to 70° C. for two hours, and then allowed to cool and stir at room temperature overnight. An additional period of heating at 70° C. for five hours was instituted after which time work-up of a small portion of the mi... Reactants: C(C)N1C(CC2=CC=CC=C12)=O (1-ethyloxindole), C1(CC1)C(=O)Cl (cyclopropylcarbonyl chloride), [Cl-].[Al+3].[Cl-].[Cl-] (aluminum chloride). Run in C(=S)=S (carbon disulfide). Product: C(C)N1C(CC2=CC(=CC=C12)C(=O)C1CC1)=O (1-ethyl-5-cyclopropylcarbonyloxindole). As a reaction SMILES: [CH2:1]([N:3]1[C:11]2[C:6](=[CH:7][CH:8]=[CH:9][CH:10]=2)[CH2:5][C:4]1=[O:12])[CH3:2].[CH:13]1([C:16](Cl)=[O:17])[CH2:15][CH2:14]1.[Cl-].[Al+3].[Cl-].[Cl-]>C(=S)=S>[CH2:1]([N:3]1[C:11]2[C:6](=[CH:7][C:8]([C:16]([CH:13]3[CH2:15][CH2:14]3)=[O:17])=[CH:9][CH:10]=2)[CH2:5][C:4]1=[O:12])[CH3:2] |f:2.3.4.5|. Reported procedure: In a manner similar to Preparation J1., 10 g. (62 mmoles) of 1-ethyloxindole, 7.2 ml. (78.8 mmoles) of cyclopropylcarbonyl chloride and 51 g. (380 mmoles) of aluminum chloride in 200 ml. of carbon disulfide gave 3.75 of the desired product.